describe an organic reaction: reactants, conditions, products, and yield From a dataset of the Open Reaction Database (ORD), a public repository of structured organic reaction records. Starting materials: CI (Methyl iodide), NC=1SC2=C(N1)C=CC(=C2)C=2SC1=C(N2)C=CC(=C1)C (2-Amino-6-(6-methyl-benzothiazol-2-yl)-benzothiazole), O (water). Solvent: CS(=O)C (DMSO). Conditions: temperature 110 celsius, time 17 hour. The product is [I-].NC=1SC2=C([N+]1C)C=CC(=C2)C=2SC1=C(N2)C=CC(=C1)C (2-Amino-3-methyl-6-(6-methyl-benzothiazol-2-yl)-benzothiazolium iodide). The yield is 86.5%. RXN SMILES: [NH2:1][C:2]1[S:3][C:4]2[CH:10]=[C:9]([C:11]3[S:12][C:13]4[CH:19]=[C:18]([CH3:20])[CH:17]=[CH:16][C:14]=4[N:15]=3)[CH:8]=[CH:7][C:5]=2[N:6]=1.[CH3:21][I:22].O>CS(C)=O>[I-:22].[NH2:1][C:2]1[S:3][C:4]2[CH:10]=[C:9]([C:11]3[S:12][C:13]4[CH:19]=[C:18]([CH3:20])[CH:17]=[CH:16][C:14]=4[N:15]=3)[CH:8]=[CH:7][C:5]=2[N+:6]=1[CH3:21] |f:4.5|. Procedure details: The 2-aminobenzothiazole 2 (0.3 g, 1.0 mmol) was dissolved in DMSO (2 ml). Methyl iodide (0.25 ml, 2.0 mmol) was added and the mixture was stirred at 110° C. for 17 hours. The mixture was cooled and poured into water. The precipitate formed was collected by filtration and washed with water to give the product as a yellow solid (0.38 g, 86%). Mp 267-269° C.; 1H NMR (DMSO): δ 2.47 (3H, s, Ar—CH3), 3.74 (3H, s, N—CH3), 7.38 (1H, d, J=8.4, ArH), 7.79 (1H, d, J=8.4, ArH), 7.93 (1H, d, J=8.4, ArH), 7.... Starting materials: NC=1N=CC2=C(N1)N=C(C(=C2)C2=C(C=CC=C2Cl)Cl)N (2,7-diamino-6-(2,6-dichlorophenyl)-pyrido[2,3-d]pyrimidine), S(N)(O)(=O)=O (sulfamic acid), NCCCN1CCN(CC1)C (1-(3-aminopropyl)-4-methylpiperazine), C([O-])(O)=O.[Na+] (sodium bicarbonate). Solvent: O (water). Run at temperature 150 celsius. The product is ClC1=C(C(=CC=C1)Cl)C1=CC2=C(N=C(N=C2)NCCCN2CCN(CC2)C)N=C1N (6-(2,6-dichlorophenyl)-N2 -[3-(4-methyl-piperazin-1-yl)-propyl]-pyrido[2,3-d]pyrimidine-2,7-diamine). Reaction SMILES: [NH2:1][C:2]1[N:3]=[CH:4][C:5]2[CH:11]=[C:10]([C:12]3[C:17]([Cl:18])=[CH:16][CH:15]=[CH:14][C:13]=3[Cl:19])[C:9]([NH2:20])=[N:8][C:6]=2[N:7]=1.S(=O)(=O)(O)N.N[CH2:27][CH2:28][CH2:29][N:30]1[CH2:35][CH2:34][N:33]([CH3:36])[CH2:32][CH2:31]1.C(=O)(O)[O-].[Na+]>O>[Cl:19][C:13]1[CH:14]=[CH:15][CH:16]=[C:17]([Cl:18])[C:12]=1[C:10]1[C:9]([NH2:20])=[N:8][C:6]2[N:7]=[C:2]([NH:1][CH2:27][CH2:28][CH2:29][N:30]3[CH2:35][CH2:34][N:33]([CH3:36])[CH2:32][CH2:31]3)[N:3]=[CH:4][C:5]=2[CH:11]=1 |f:3.4|. Reported procedure: A mixture of 2,7-diamino-6-(2,6-dichlorophenyl)-pyrido[2,3-d]pyrimidine (3.0 g) from Example 1, sulfamic acid (1.9 g), and 1-(3-aminopropyl)-4-methylpiperazine (15 mL) was heated to approximately 150° C. for 24 hours. After cooling, the residue was dissolved in water. The aqueous solution was made alkaline with a solution of saturated sodium bicarbonate and extracted with dichloromethane several times. The dichloromethane layers were combined, dried over magnesium sulfate, and concentrated in va...